From a dataset of the Open Reaction Database (ORD), a public repository of structured organic reaction records. describe an organic reaction: reactants, conditions, products, and yield The reactants are SCC(=O)OCC (ethyl 2-mercaptoacetate), O (water), [OH-].[Na+] (NaOH), ClC1=NC=C(C=C1N)Cl (2,5-dichloropyridin-3-amine). Solvent: CCO (EtOH). Conditions: time 10 minute. Product: ClC1=CC2=C(SCC(N2)=O)N=C1 (7-chloro-1H-pyrido-[2,3-b][1,4]thiazin-2(3H)-one). RXN SMILES: [SH:1][CH2:2][C:3]([O:5]CC)=O.O.[OH-].[Na+].Cl[C:12]1[C:17]([NH2:18])=[CH:16][C:15]([Cl:19])=[CH:14][N:13]=1>CCO>[Cl:19][C:15]1[CH:14]=[N:13][C:12]2[S:1][CH2:2][C:3](=[O:5])[NH:18][C:17]=2[CH:16]=1 |f:2.3|. Procedure: To a stirred solution of ethyl 2-mercaptoacetate (2.0 mL, 18.4 mmol) in water (5.03 mL, 12.27 mmol) was added NaOH (0.491 g, 12.27 mmol). The reaction was stirred at rt for 10 min. After this time a solution of 2,5-dichloropyridin-3-amine (2.0 g, 12.27 mmol) in EtOH (20 mL) was added and the reaction was heated at reflux for 4 days and cooled to rt. The resulting precipitate was filtered and washed with hexanes (50 mL) and MeOH (5 mL) to give 7-chloro-1H-pyrido-[2,3-b][1,4]thiazin-2(3H)-one as a... The reactants are ClC1=NC(=C2N=CN(C2=N1)C)NCCC1=CC=CC=C1 ((2-chloro-9-methyl-9H-purin-6-yl)phenethyl-amine), O.NN (hydrazine monohydrate). Yields the product N(N)C1=NC(=C2N=CN(C2=N1)C)NCCC1=CC=CC=C1 ((2-Hydrazino-9-methyl-9H-purin-6-yl)-phenethyl-amine). RXN SMILES: Cl[C:2]1[N:10]=[C:9]2[C:5]([N:6]=[CH:7][N:8]2[CH3:11])=[C:4]([NH:12][CH2:13][CH2:14][C:15]2[CH:20]=[CH:19][CH:18]=[CH:17][CH:16]=2)[N:3]=1.O.[NH2:22][NH2:23]>>[NH:22]([C:2]1[N:10]=[C:9]2[C:5]([N:6]=[CH:7][N:8]2[CH3:11])=[C:4]([NH:12][CH2:13][CH2:14][C:15]2[CH:20]=[CH:19][CH:18]=[CH:17][CH:16]=2)[N:3]=1)[NH2:23] |f:1.2|. Procedure: Was prepared according to Example 8 from (2-chloro-9-methyl-9H-purin-6-yl)phenethyl-amine and hydrazine monohydrate. Reactants: O=C(NC1CC1)c1csc(Br)n1, CC(c1ccc(B2OC(C)(C)C(C)(C)O2)cc1)N1CCC(CC(C)(C)O)(c2ccccc2)OC1=O. The product is CC(c1ccc(-c2nc(C(=O)NC3CC3)cs2)cc1)N1CCC(CC(C)(C)O)(c2ccccc2)OC1=O. Reaction SMILES: [Br:36][c:37]1[s:38][cH:39][c:40]([C:42](=[O:43])[NH:44][CH:45]2[CH2:46][CH2:47]2)[n:41]1.[OH:1][C:2]([CH2:3][C:4]1([c:28]2[cH:29][cH:30][cH:31][cH:32][cH:33]2)[CH2:5][CH2:6][N:7]([CH:11]([CH3:12])[c:13]2[cH:14][cH:15][c:16]([B:19]3[O:20][C:21]([CH3:22])([CH3:23])[C:24]([CH3:25])([CH3:26])[O:27]3)[cH:17][cH:18]2)[C:8](=[O:10])[O:9]1)([CH3:34])[CH3:35]>>[OH:1][C:2]([CH2:3][C:4]1([c:28]2[cH:29][cH:30][cH:31][cH:32][cH:33]2)[CH2:5][CH2:6][N:7]([CH:11]([CH3:12])[c:13]2[cH:14][cH:15][c:16](-[c:37]3[s:38][cH:39][c:40]([C:42](=[O:43])[NH:44][CH:45]4[CH2:46][CH2:47]4)[n:41]3)[cH:17][cH:18]2)[C:8](=[O:10])[O:9]1)([CH3:34])[CH3:35]. The reactants are ClC1=NC=C(C(=N1)NC1=C(C=CC=C1)S(=O)(=O)NC)[N+](=O)[O-] (2-(2-chloro-5-nitro-pyrimidin-4-ylamino)-N-methyl-benzenesulfonamide), COC1=C(N)C=C(C=C1)OC (2,5-dimethoxyaniline). The solvent is CCO (EtOH). Conditions: temperature 78 celsius. The product is COC1=C(C=C(C=C1)OC)NC1=NC=C(C(=N1)NC1=C(C=CC=C1)S(=O)(=O)NC)[N+](=O)[O-] (2-[2-(2,5-Dimethoxy-phenylamino)-5-nitro-pyrimidin-4-ylamino]-N-methyl-benzenesulfonamide). Reaction SMILES: Cl[C:2]1[N:7]=[C:6]([NH:8][C:9]2[CH:14]=[CH:13][CH:12]=[CH:11][C:10]=2[S:15]([NH:18][CH3:19])(=[O:17])=[O:16])[C:5]([N+:20]([O-:22])=[O:21])=[CH:4][N:3]=1.[CH3:23][O:24][C:25]1[CH:31]=[CH:30][C:29]([O:32][CH3:33])=[CH:28][C:26]=1[NH2:27]>CCO>[CH3:23][O:24][C:25]1[CH:31]=[CH:30][C:29]([O:32][CH3:33])=[CH:28][C:26]=1[NH:27][C:2]1[N:7]=[C:6]([NH:8][C:9]2[CH:14]=[CH:13][CH:12]=[CH:11][C:10]=2[S:15]([NH:18][CH3:19])(=[O:17])=[O:16])[C:5]([N+:20]([O-:22])=[O:21])=[CH:4][N:3]=1. Reported procedure: To a solution of 2-(2-chloro-5-nitro-pyrimidin-4-ylamino)-N-methyl-benzenesulfonamide (100 mg, 0.29 mmol) in EtOH (3 mL), 2,5-dimethoxyaniline (49 mg, 0.32 mmol) is added at room temperature. The mixture is heated at 78° C. for 5 h. The solvent is evaporated, and the mixture is purified by reverse phase HPLC to give the title product in. Reactants: [BH-](OC(=O)C)(OC(=O)C)OC(=O)C.[Na+] (NaBH(OAc)3), BrC1=C(C=O)C=CC(=C1)C(F)(F)F (2-bromo-4-(trifluoromethyl)benzaldehyde), ClC1=C(C=CC(=C1)Cl)C1=CC=C(C=C1)N (2′,4′-dichloro-[1,1-biphenyl]-4-amine), CC(=O)O (AcOH). Solvent: CCOC(=O)C (EtOAc), ClCCCl (DCE). Product: BrC1=C(CNC2=CC=C(C=C2)C2=C(C=C(C=C2)Cl)Cl)C=CC(=C1)C(F)(F)F (N-(2-bromo-4-(trifluoromethyl)benzyl)-2′,4′-dichloro-[1,1′-biphenyl]-4-amine). Reaction SMILES: [BH-](OC(C)=O)(OC(C)=O)OC(C)=O.[Na+].[Br:15][C:16]1[CH:23]=[C:22]([C:24]([F:27])([F:26])[F:25])[CH:21]=[CH:20][C:17]=1[CH:18]=O.[Cl:28][C:29]1[CH:34]=[C:33]([Cl:35])[CH:32]=[CH:31][C:30]=1[C:36]1[CH:41]=[CH:40][C:39]([NH2:42])=[CH:38][CH:37]=1.CC(O)=O>CCOC(C)=O.ClCCCl>[Br:15][C:16]1[CH:23]=[C:22]([C:24]([F:27])([F:26])[F:25])[CH:21]=[CH:20][C:17]=1[CH2:18][NH:42][C:39]1[CH:38]=[CH:37][C:36]([C:30]2[CH:31]=[CH:32][C:33]([Cl:35])=[CH:34][C:29]=2[Cl:28])=[CH:41][CH:40]=1 |f:0.1|. Procedure: Solid NaBH(OAc)3 (39 mg, 1.9 mmol) was added to a DCE solution (3 mL) of 2-bromo-4-(trifluoromethyl)benzaldehyde (235 mg, 0.9 mmol), 2′,4′-dichloro-[1,1-biphenyl]-4-amine (233 g, 1.0 mmol), and AcOH (0.21 mL, 3.7 mmol) and the resulting mixture was stirred at room temperature. After 16 h the resulting mixture diluted with EtOAc washed with water and brine, dried (Na2SO4), dry-packed onto silica gel and purified via column chromatography to yield the title compound. Reactants: S1C(=CC=C1)C1CN(CO1)C(C1=C(C=CC=C1)Cl)C(=O)OC (5-(2-thienyl)-3-(methoxycarbonyl-o-chlorobenzyl)-1,3-oxazolidine), Cl.CN(C)C=O (HCl DMF). Yields the product OC1C2=C(CN(C1)C(NC1=C(C=CC=C1)Cl)C(=O)OC)C=CS2 (methyl α-(7-hydroxy-4,5,6,7-tetrahydro-5-thieno[3,2-c]pyridyl)-o-chlorophenylglycinate). As a reaction SMILES: [S:1]1[CH:5]=[CH:4][CH:3]=[C:2]1[CH:6]1[O:10][CH2:9][N:8]([CH:11]([C:19]([O:21][CH3:22])=[O:20])C2C=CC=CC=2Cl)[CH2:7]1.[ClH:23].C[N:25]([CH:27]=O)C>>[OH:10][CH:6]1[CH2:7][N:8]([CH:11]([C:19]([O:21][CH3:22])=[O:20])[NH:25][C:27]2[CH:7]=[CH:6][CH:2]=[CH:3][C:4]=2[Cl:23])[CH2:9][C:3]2[CH:4]=[CH:5][S:1][C:2]1=2 |f:1.2|. Reported procedure: The reduction of the methyl N-(2-(2-thienyl)-2-oxoethyl)-o-chlorophenylglycinate 20 to the corresponding alcohol results in a mixture of diastereoisomeric alcohols methyl N-(2-(2-thienyl)-2-hydroxyethyl)-o-chlorophenylglycinate 21. Reaction with formaline provides the 5-(2-thienyl)-3-(methoxycarbonyl-o-chlorobenzyl)-1,3-oxazolidine 22. Rearrangement of the 5-(2-thienyl)oxazolidine 22 derivative occurs in dry HCl/DMF solution to produce the desired methyl α-(7-hydroxy-4,5,6,7-tetrahydro-5-thieno[... The reactants are CCOC(=O)Cc1ccc(NC(=O)c2c(Cl)ccc(OCc3cccc(Cl)c3)c2F)cc1, C1COCCO1, O. Yields the product O=C(O)Cc1ccc(NC(=O)c2c(Cl)ccc(OCc3cccc(Cl)c3)c2F)cc1. RXN SMILES: [Cl:1][c:2]1[cH:3][cH:4][c:5]([O:24][CH2:25][c:26]2[cH:27][c:28]([Cl:32])[cH:29][cH:30][cH:31]2)[c:6]([F:23])[c:7]1[C:8](=[O:9])[NH:10][c:11]1[cH:12][cH:13][c:14]([CH2:17][C:18](=[O:19])[O:20][CH2:21][CH3:22])[cH:15][cH:16]1.[O:34]1[CH2:35][CH2:36][O:37][CH2:38][CH2:39]1.[OH2:33]>>[Cl:1][c:2]1[cH:3][cH:4][c:5]([O:24][CH2:25][c:26]2[cH:27][c:28]([Cl:32])[cH:29][cH:30][cH:31]2)[c:6]([F:23])[c:7]1[C:8](=[O:9])[NH:10][c:11]1[cH:12][cH:13][c:14]([CH2:17][C:18](=[O:19])[OH:20])[cH:15][cH:16]1. Reactants: S(=O)(Cl)Cl (Thionyl chloride), N1=CC=C(C=C1)CCCO (4-pyridine propanol), ClC(Cl)Cl (trichloromethane). Conditions: temperature 0 celsius, time 1 hour. Product: ClCCCC1=CC(=NC=C1)Cl (4-(3-chloropropyl)pyridyl hydrochloride). Reaction SMILES: S(Cl)([Cl:3])=O.[N:5]1C=[CH:9][C:8]([CH2:11][CH2:12][CH2:13]O)=[CH:7][CH:6]=1.Cl[CH:16]([Cl:18])Cl>>[Cl:3][CH2:13][CH2:12][CH2:11][C:8]1[CH:7]=[CH:6][N:5]=[C:16]([Cl:18])[CH:9]=1. Procedure: Thionyl chloride (1.6 ml) was added to a solution of 4-pyridine propanol (2 g, 14.5 mmol) in trichloromethane (20 ml) cooled at 0° C. After stirring for 1 hour at ambient temperature followed by 1 hour at 60° C., the solvent was evaporated and the residue was triturated with ether to give 4-(3-chloropropyl)pyridyl hydrochloride as a white solid. Starting materials: C1(=CC=CC=C1)C (Toluene), FC(C(=O)O)(F)F (Trifluoroacetic acid), C(C)(C)C=1SC=C(N1)C(=O)N1CCOC2(C1)CCN(CC2)CCC2=CC=C(CCOCCC(=O)OC(C)(C)C)C=C2 (tert-butyl 3-(4-(2-(4-(2-isopropylthiazole-4-carbonyl)-1-oxa-4,9-diazaspiro[5.5]undecan-9-yl)ethyl)phenethoxy)propanoate), resultant solution. Solvent: C(Cl)Cl (DCM). Conditions: time 1 hour. Yields the product C(C)(C)C=1SC=C(N1)C(=O)N1CCOC2(C1)CCN(CC2)CCC2=CC=C(CCOCCC(=O)O)C=C2 (3-(4-(2-(4-(2-Isopropylthiazole-4-carbonyl)-1-oxa-4,9-diazaspiro[5.5]undecan-9-yl)ethyl)phenethoxy)propanoic acid). Reaction SMILES: FC(F)(F)C(O)=O.[CH:8]([C:11]1[S:12][CH:13]=[C:14]([C:16]([N:18]2[CH2:23][C:22]3([CH2:28][CH2:27][N:26]([CH2:29][CH2:30][C:31]4[CH:48]=[CH:47][C:34]([CH2:35][CH2:36][O:37][CH2:38][CH2:39][C:40]([O:42]C(C)(C)C)=[O:41])=[CH:33][CH:32]=4)[CH2:25][CH2:24]3)[O:21][CH2:20][CH2:19]2)=[O:17])[N:15]=1)([CH3:10])[CH3:9].C1(C)C=CC=CC=1>C(Cl)Cl>[CH:8]([C:11]1[S:12][CH:13]=[C:14]([C:16]([N:18]2[CH2:23][C:22]3([CH2:24][CH2:25][N:26]([CH2:29][CH2:30][C:31]4[CH:32]=[CH:33][C:34]([CH2:35][CH2:36][O:37][CH2:38][CH2:39][C:40]([OH:42])=[O:41])=[CH:47][CH:48]=4)[CH2:27][CH2:28]3)[O:21][CH2:20][CH2:19]2)=[O:17])[N:15]=1)([CH3:10])[CH3:9]. Procedure: Trifluoroacetic acid (10 mL) was added to a solution of tert-butyl 3-(4-(2-(4-(2-isopropylthiazole-4-carbonyl)-1-oxa-4,9-diazaspiro[5.5]undecan-9-yl)ethyl)phenethoxy)propanoate [Example 1, step d] (0.55 g) in DCM (20 mL) and the resultant solution allowed to stand at 20° C. for 1 hour. Toluene (30 mL) was added and the solvents were evaporated under reduced pressure. The residue was azeotroped with acetonitrile (×2) to yield the subtitled compound. Yield 0.60 g. The reactants are CN, CCO, CO, Cc1ccc(-c2cc(Cl)nc(Cl)n2)o1. The product is CNc1nc(Cl)cc(-c2ccc(C)o2)n1. As a reaction SMILES: [CH3:15][NH2:16].[CH3:17][CH2:18][OH:19].[CH3:20][OH:21].[Cl:1][c:2]1[n:3][c:4](-[c:9]2[o:10][c:11]([CH3:14])[cH:12][cH:13]2)[cH:5][c:6]([Cl:8])[n:7]1>>[c:2]1([NH:16][CH3:15])[n:3][c:4](-[c:9]2[o:10][c:11]([CH3:14])[cH:12][cH:13]2)[cH:5][c:6]([Cl:8])[n:7]1.